Dataset: the Open Reaction Database (ORD), a public repository of structured organic reaction records. Task: describe an organic reaction: reactants, conditions, products, and yield Reactants: Br, CC(NC(=O)OCc1ccccc1)C(=O)N1CC2(CC1C(=O)O)SCCS2, CCOCC, CC(=O)O. Yields the product Br, CC(N)C(=O)N1CC2(CC1C(=O)O)SCCS2. Reaction SMILES: [BrH:33].[CH2:1]([O:2][C:3](=[O:4])[NH:11][CH:12]([CH3:13])[C:14](=[O:15])[N:16]1[CH2:17][C:18]2([S:19][CH2:20][CH2:21][S:22]2)[CH2:23][CH:24]1[C:25](=[O:26])[OH:27])[c:5]1[cH:6][cH:7][cH:8][cH:9][cH:10]1.[CH3:28][CH2:29][O:30][CH2:31][CH3:32].[CH3:34][C:35](=[O:36])[OH:37]>>[BrH:33].[NH2:11][CH:12]([CH3:13])[C:14](=[O:15])[N:16]1[CH2:17][C:18]2([S:19][CH2:20][CH2:21][S:22]2)[CH2:23][CH:24]1[C:25](=[O:26])[OH:27]. The reactants are FC1(CC[C@@H]([C@H](C1)O)C=1C=NN(C1)CC1=CC=C(C=C1)OC)F ((1S*,2R*)-5,5-difluoro-2-[1-(4-methoxybenzyl)-1H-pyrazol-4-yl]cyclohexanol). The solvent is CCCCCC.C(C)(C)O (hexane isopropanol). Product: FC1(CC[C@H]([C@@H](C1)O)C=1C=NN(C1)CC1=CC=C(C=C1)OC)F ((1R,2S)-5,5-Difluoro-2-[1-(4-methoxybenzyl)-1H-pyrazol-4-yl]cyclohexanol). Reaction SMILES: [F:1][C:2]1([F:23])[CH2:7][C@H:6]([OH:8])[C@@H:5]([C:9]2[CH:10]=[N:11][N:12]([CH2:14][C:15]3[CH:20]=[CH:19][C:18]([O:21][CH3:22])=[CH:17][CH:16]=3)[CH:13]=2)[CH2:4][CH2:3]1>CCCCCC.C(O)(C)C>[F:23][C:2]1([F:1])[CH2:7][C@@H:6]([OH:8])[C@H:5]([C:9]2[CH:10]=[N:11][N:12]([CH2:14][C:15]3[CH:16]=[CH:17][C:18]([O:21][CH3:22])=[CH:19][CH:20]=3)[CH:13]=2)[CH2:4][CH2:3]1 |f:1.2|. Procedure details: The (1S*,2R*)-5,5-difluoro-2-[1-(4-methoxybenzyl)-1H-pyrazol-4-yl]cyclohexanol prepared in Example 143d was optically resolved with CHIRALPAK IA (Daicel Corp.; hexane/isopropanol=8:2) to yield the title compound as a colorless solid. Starting materials: O (H2O), S(=O)(=O)(C)Cl (Mesylchloride), C(#N)C1=CC=C(OCCCCO)C=C1 (4-(4-Cyanophenoxy)-1-butanol), TEA. Run in C(Cl)Cl (CH2Cl2). Run at time 4 hour. Yields the product C(#N)C1=CC=C(OCCCCOS(=O)(=O)C)C=C1 (Methanesulfonic acid 4-(4-cyanophenoxy)-butyl ester). RXN SMILES: [S:1](Cl)([CH3:4])(=[O:3])=[O:2].[C:6]([C:8]1[CH:19]=[CH:18][C:11]([O:12][CH2:13][CH2:14][CH2:15][CH2:16][OH:17])=[CH:10][CH:9]=1)#[N:7].O>C(Cl)Cl>[C:6]([C:8]1[CH:19]=[CH:18][C:11]([O:12][CH2:13][CH2:14][CH2:15][CH2:16][O:17][S:1]([CH3:4])(=[O:3])=[O:2])=[CH:10][CH:9]=1)#[N:7]. Reported procedure: Mesylchloride (2.32 mL; 30 mmol) was added to a stirred 0° C. solution of 4-(4-cyanophenoxy)-1-butanol (5.2 g; 29.7 mmol; from step (c) above) and TEA (4.35 mL) in CH2Cl2 (50 mL), and the reaction mixture was stirred for 4 h. H2O (150 mL) was added and the organic layer separated, dried and concentrated to give the sub-title compound which was used without further purification. Starting materials: C(C)OC(=O)N1CCN(CC1)CCCN1C(C=2C(C1=O)=CC=CC2)=O (N-[3-(4-ethoxycarbonyl-1-piperazinyl)propyl]phthalimide), O.NN (hydrazine hydrate). The solvent is C(C)O (ethanol). Run at time 4 hour. Yields the product C(C)OC(=O)N1CCN(CC1)CCCN (3-(4-ethoxycarbonyl-1-piperazinyl)propylamine). Isolated yield 60.5%. As a reaction SMILES: [CH2:1]([O:3][C:4]([N:6]1[CH2:11][CH2:10][N:9]([CH2:12][CH2:13][CH2:14][N:15]2C(=O)C3=CC=CC=C3C2=O)[CH2:8][CH2:7]1)=[O:5])[CH3:2].O.NN>C(O)C>[CH2:1]([O:3][C:4]([N:6]1[CH2:11][CH2:10][N:9]([CH2:12][CH2:13][CH2:14][NH2:15])[CH2:8][CH2:7]1)=[O:5])[CH3:2] |f:1.2|. Reported procedure: To a solution of N-[3-(4-ethoxycarbonyl-1-piperazinyl)propyl]phthalimide (28.9 g) in ethanol (300 ml) was added 100% hydrazine hydrate (8.4 g). The resulting mixture was refluxed with stirring for 4 hours. The reaction mixture was cooled and then filtered. The filter cake was washed with ethanol. The filtrate and washing were combined and evaporated. Under reduced pressure. After the addition of an aqueous solution of sodium hydroxide to the residue, the mixture was extracted with chloroform The... The reactants are C(C)S(=O)(=O)N1CCC(CC1)C1=CNC2=C(C=C(C=C12)B1OC(C(O1)(C)C)(C)C)C(=O)N (3-[1-(ethylsulfonyl)-4-piperidinyl]-5-(4,4,5,5-tetramethyl-1,3,2-dioxaborolan-2-yl)-1H-indole-7-carboxamide), BrC=1C=C(OC1)C=O (4-bromo-2-furancarbaldehyde), C([O-])([O-])=O.[K+].[K+] (potassium carbonate). The reagents and catalysts are C=1C=CC(=CC1)[P](C=2C=CC=CC2)(C=3C=CC=CC3)[Pd]([P](C=4C=CC=CC4)(C=5C=CC=CC5)C=6C=CC=CC6)([P](C=7C=CC=CC7)(C=8C=CC=CC8)C=9C=CC=CC9)[P](C=1C=CC=CC1)(C=1C=CC=CC1)C=1C=CC=CC1 (tetrakis(triphenylphosphine)palladium(0)). Run in O1CCOCC1 (dioxane), O (H2O). Run at temperature 150 celsius. The product is C(C)S(=O)(=O)N1CCC(CC1)C1=CNC2=C(C=C(C=C12)C1=COC(=C1)C=O)C(=O)N (3-[1-(ethylsulfonyl)-4-piperidinyl]-5-(5-formyl-3-furanyl)-1H-indole-7-carboxamide). Yield: 122.8%. Reaction SMILES: [CH2:1]([S:3]([N:6]1[CH2:11][CH2:10][CH:9]([C:12]2[C:20]3[C:15](=[C:16]([C:30]([NH2:32])=[O:31])[CH:17]=[C:18](B4OC(C)(C)C(C)(C)O4)[CH:19]=3)[NH:14][CH:13]=2)[CH2:8][CH2:7]1)(=[O:5])=[O:4])[CH3:2].Br[C:34]1[CH:35]=[C:36]([CH:39]=[O:40])[O:37][CH:38]=1.C(=O)([O-])[O-].[K+].[K+]>O1CCOCC1.O.C1C=CC([P]([Pd]([P](C2C=CC=CC=2)(C2C=CC=CC=2)C2C=CC=CC=2)([P](C2C=CC=CC=2)(C2C=CC=CC=2)C2C=CC=CC=2)[P](C2C=CC=CC=2)(C2C=CC=CC=2)C2C=CC=CC=2)(C2C=CC=CC=2)C2C=CC=CC=2)=CC=1>[CH2:1]([S:3]([N:6]1[CH2:11][CH2:10][CH:9]([C:12]2[C:20]3[C:15](=[C:16]([C:30]([NH2:32])=[O:31])[CH:17]=[C:18]([C:34]4[CH:35]=[C:36]([CH:39]=[O:40])[O:37][CH:38]=4)[CH:19]=3)[NH:14][CH:13]=2)[CH2:8][CH2:7]1)(=[O:5])=[O:4])[CH3:2] |f:2.3.4,^1:57,59,78,97|. Procedure details: To a solution of 3-[1-(ethylsulfonyl)-4-piperidinyl]-5-(4,4,5,5-tetramethyl-1,3,2-dioxaborolan-2-yl)-1H-indole-7-carboxamide (50 mg, 0.11 mmol) in dioxane (3.0 mL) and H2O (1.0 mL) was added 4-bromo-2-furancarbaldehyde (58 mg, 0.33 mmol), potassium carbonate (89.8 mg, 0.66 mmol), and tetrakis(triphenylphosphine)palladium(0) (14 mg, 0.012 mmol). The reaction was heated in the microwave for 20 min at 150° C. to give 58 mg of 3-[1-(ethylsulfonyl)-4-piperidinyl]-5-(5-formyl-3-furanyl)-1H-indole-7-ca... Reactants: OC1=C(N(S(C2=C1C=CC=C2)(=O)=O)C)C(=O)NC2=CC=CC=C2 (4-hydroxy-2-methyl-N-phenyl-2H-1,2-benzothiazine-3-carboxamide-1,1-dioxide), NC=1SC(=CN1)C (2-amino-5-methyl-thiazole), C1(=CC=C(C=C1)S(=O)(=O)O)C (p-toluenesulfonic acid). Solvent: C=1(C(=CC=CC1)C)C (xylene). The product is OC1=C(N(S(C2=C1C=CC=C2)(=O)=O)C)C(=O)NC=2SC(=CN2)C (4-hydroxy-2-methyl-N-(5-methy-2-thiazolyl)-2H-1,2-benzothiazine-3-caboxamide-1,1-dioxide). Isolated yield 23.7%. RXN SMILES: [OH:1][C:2]1[C:7]2[CH:8]=[CH:9][CH:10]=[CH:11][C:6]=2[S:5](=[O:13])(=[O:12])[N:4]([CH3:14])[C:3]=1[C:15]([NH:17][C:18]1C=CC=CC=1)=[O:16].NC1[S:26][C:27]([CH3:30])=[CH:28][N:29]=1.C1(C)C=CC(S(O)(=O)=O)=CC=1>C1(C)C(C)=CC=CC=1>[OH:1][C:2]1[C:7]2[CH:8]=[CH:9][CH:10]=[CH:11][C:6]=2[S:5](=[O:12])(=[O:13])[N:4]([CH3:14])[C:3]=1[C:15]([NH:17][C:18]1[S:26][C:27]([CH3:30])=[CH:28][N:29]=1)=[O:16]. Procedure details: 1.0 gm (3 millimols) of 4-hydroxy-2-methyl-N-phenyl-2H-1,2-benzothiazine-3-carboxamide-1,1-dioxide were refluxed with 1.15 gm (10 millimols) of 2-amino-5-methyl-thiazole and 0.1 gm of p-toluenesulfonic acid in 250 ml of xylene for 72 hours. After cooling, the reaction mixture was washed with 2N hydrochloric acid and with water, dried and evaporated in vacuo. The residue was purified column-chromatographically (Merck-silica gel 60; particle size: 0.2-0.5 mm; eluant: chloroform/ethanol, 95:5), yie... Starting materials: ClC=1C=C(C=CC1F)C=1N(C2=CC=CC=C2C1)C (2-(3-chloro-4-fluoro-phenyl)-methyl-1H-indole), [Cl-].O(C1=CC=CC=C1)C=1C=C(C=[N+](C)C)C=CC1 ((3-phenoxy-benzylidene)-dimethylammonium chloride), O(C1=CC=CC=C1)C=1C=C(C=O)C=CC1 (3-phenoxy-benzaldehyde), CNC (dimethylamine). The product is ClC=1C=C(C=CC1F)C=1NC2=CC=CC=C2C1C(C1=CC(=CC=C1)OC1=CC=CC=C1)N ([[2-(3-Chloro-4-fluoro-phenyl)-1H-indol-3-yl]-(3-phenoxy-phenyl)-methyl]-amine). RXN SMILES: [Cl:1][C:2]1[CH:3]=[C:4]([C:9]2[N:10](C)[C:11]3[C:16]([CH:17]=2)=[CH:15][CH:14]=[CH:13][CH:12]=3)[CH:5]=[CH:6][C:7]=1[F:8].[Cl-].[O:20]([C:27]1[CH:28]=[C:29]([CH:34]=[CH:35][CH:36]=1)[CH:30]=[N+:31](C)C)[C:21]1[CH:26]=[CH:25][CH:24]=[CH:23][CH:22]=1.O(C1C=C(C=CC=1)C=O)C1C=CC=CC=1.CNC>>[Cl:1][C:2]1[CH:3]=[C:4]([C:9]2[NH:10][C:11]3[C:16]([C:17]=2[CH:30]([NH2:31])[C:29]2[CH:34]=[CH:35][CH:36]=[C:27]([O:20][C:21]4[CH:22]=[CH:23][CH:24]=[CH:25][CH:26]=4)[CH:28]=2)=[CH:15][CH:14]=[CH:13][CH:12]=3)[CH:5]=[CH:6][C:7]=1[F:8] |f:1.2|. Reported procedure: The preparation was carried out in accordance with general synthesis instructions 4 from 2-(3-chloro-4-fluoro-phenyl)-methyl-1H-indole and (3-phenoxy-benzylidene)-dimethylammonium chloride, which had been prepared in accordance with example 44 from 3-phenoxy-benzaldehyde and dimethylamine. Starting materials: COc1ccc(C(C)C#N)cc1CNC1CCCN(C(=O)OC(C)(C)C)C1c1ccccc1, CC#CC(C)(C)c1ccc(OC)c(C=O)c1, CC(C)(C)OC(=O)N1CCCC(N)C1c1ccccc1. The product is CC#CC(C)(C)c1ccc(OC)c(CNC2CCCN(C(=O)OC(C)(C)C)C2c2ccccc2)c1. As a reaction SMILES: [C:37]([O:38][C:39]([N:40]1[CH2:41][CH2:42][CH2:43][CH:44]([NH:45][CH2:46][c:47]2[cH:48][c:49]([CH:50]([C:51]#[N:52])[CH3:53])[cH:54][cH:55][c:56]2[O:57][CH3:58])[CH:59]1[c:60]1[cH:61][cH:62][cH:63][cH:64][cH:65]1)=[O:66])([CH3:67])([CH3:68])[CH3:69].[CH3:1][C:2]([C:3]#[C:4][CH3:5])([CH3:6])[c:7]1[cH:8][cH:9][c:10]([O:15][CH3:16])[c:11]([CH:12]=[O:13])[cH:14]1.[NH2:17][CH:18]1[CH:19]([c:31]2[cH:32][cH:33][cH:34][cH:35][cH:36]2)[N:20]([C:24](=[O:25])[O:26][C:27]([CH3:28])([CH3:29])[CH3:30])[CH2:21][CH2:22][CH2:23]1>>[CH3:1][C:2]([C:3]#[C:4][CH3:5])([CH3:6])[c:7]1[cH:8][cH:9][c:10]([O:15][CH3:16])[c:11]([CH2:12][NH:17][CH:18]2[CH:19]([c:31]3[cH:32][cH:33][cH:34][cH:35][cH:36]3)[N:20]([C:24](=[O:25])[O:26][C:27]([CH3:28])([CH3:29])[CH3:30])[CH2:21][CH2:22][CH2:23]2)[cH:14]1. The reactants are FC(C=1C=C(C=C(C1)C(F)(F)F)C(C(=O)N(C)C=1C=NC(=CC1C1=C(C=C(C=C1)F)C)N1C[C@@H]2N(C[C@H]1CO)CCC2)(C)C)(F)F (2-[3,5-bis(trifluoromethyl)phenyl]-N-{4-(4-fluoro-2-methylphenyl)-6-[(3S,8aR)-3-(hydroxymethyl)hexahydropyrrolo[1,2-a]pyrazin-2(1H)-yl]-3-pyridinyl}-N,2-dimethyl propanamide), Cl (hydrochloride), Cl.FC(C=1C=C(C=C(C1)C(F)(F)F)C(C(=O)N(C)C=1C=NC(=CC1C1=C(C=C(C=C1)F)C)N1C[C@@H]2N(C[C@@H]1CO)CCC2)(C)C)(F)F (2-[3,5-bis(trifluoromethyl)phenyl]-N-{4-(4-fluoro-2-methylphenyl)-6-[(3R,8aR)-3-(hydroxymethyl)hexahydropyrrolo[1,2-a]pyrazin-2(1H)-yl]-3-pyridinyl}-N,2-dimethylpropanamide Hydrochloride). Product: Cl.FC(C=1C=C(C=C(C1)C(F)(F)F)C(C(=O)N(C)C=1C=NC(=CC1C1=C(C=C(C=C1)F)C)N1C[C@@H]2N(C[C@H]1CO)CCC2)(C)C)(F)F (2-[3,5-bis(trifluoromethyl)phenyl]-N-{4-(4-fluoro-2-methylphenyl)-6-[(3S,8aR)-3-(hydroxymethyl)hexahydropyrrolo[1,2-a]pyrazin-2(1H)-yl]-3-pyridinyl}-N,2-dimethylpropanamide Hydrochloride). Reaction SMILES: [F:1][C:2]([F:46])([F:45])[C:3]1[CH:4]=[C:5]([C:13]([CH3:44])([CH3:43])[C:14]([N:16]([C:18]2[CH:19]=[N:20][C:21]([N:32]3[C@H:37]([CH2:38][OH:39])[CH2:36][N:35]4[CH2:40][CH2:41][CH2:42][C@@H:34]4[CH2:33]3)=[CH:22][C:23]=2[C:24]2[CH:29]=[CH:28][C:27]([F:30])=[CH:26][C:25]=2[CH3:31])[CH3:17])=[O:15])[CH:6]=[C:7]([C:9]([F:12])([F:11])[F:10])[CH:8]=1.[ClH:47].Cl.FC(F)(F)C1C=C(C(C)(C)C(N(C2C=NC(N3[C@@H](CO)CN4CCC[C@@H]4C3)=CC=2C2C=CC(F)=CC=2C)C)=O)C=C(C(F)(F)F)C=1>>[ClH:47].[F:12][C:9]([F:10])([F:11])[C:7]1[CH:6]=[C:5]([C:13]([CH3:44])([CH3:43])[C:14]([N:16]([C:18]2[CH:19]=[N:20][C:21]([N:32]3[C@H:37]([CH2:38][OH:39])[CH2:36][N:35]4[CH2:40][CH2:41][CH2:42][C@@H:34]4[CH2:33]3)=[CH:22][C:23]=2[C:24]2[CH:29]=[CH:28][C:27]([F:30])=[CH:26][C:25]=2[CH3:31])[CH3:17])=[O:15])[CH:4]=[C:3]([C:2]([F:1])([F:45])[F:46])[CH:8]=1 |f:2.3,4.5|. Procedure details: 2-[3,5-bis(trifluoromethyl)phenyl]-N-{4-(4-fluoro-2-methylphenyl)-6-[(3S,8aR)-3-(hydroxymethyl)hexahydropyrrolo[1,2-a]pyrazin-2(1H)-yl]-3-pyridinyl}-N,2-dimethyl propanamide (E81, 25 mg, 0.038 mmol) was converted to its hydrochloride as reported above in the procedure for 2-[3,5-bis(trifluoromethyl)phenyl]-N-{4-(4-fluoro-2-methylphenyl)-6-[(3R,8aR)-3-(hydroxymethyl)hexahydropyrrolo[1,2-a]pyrazin-2(1H)-yl]-3-pyridinyl}-N,2-dimethylpropanamide Hydrochloride (E80). Obtained 26 mg of the title compo... Reactants: NC=1SC=C(C1N)OCC (2-amino-3-amino-4-ethoxythiophene), CN(C=O)C (dimethylformamide), O (water), ClCC(=O)Cl (monochloroacetyl chloride). Solvent: C(C)N(CC)CC (triethylamine). Conditions: time 4 hour. Yields the product ClCC(=O)NC=1SC=C(C1C#N)OCC (2-(2-chloroacetylamino)-3-cyano-4-ethoxythiophene). Reaction SMILES: [NH2:1][C:2]1[S:3][CH:4]=[C:5]([O:8][CH2:9][CH3:10])[C:6]=1N.[Cl:11][CH2:12][C:13](Cl)=[O:14].O.[CH3:17][N:18](C)C=O>C(N(CC)CC)C>[Cl:11][CH2:12][C:13]([NH:1][C:2]1[S:3][CH:4]=[C:5]([O:8][CH2:9][CH3:10])[C:6]=1[C:17]#[N:18])=[O:14]. Procedure: 168 parts of 2-amino-3-amino-4-ethoxythiophene are dissolved in 500 parts by volume of dimethylformamide, 101 parts of triethylamine are added, and 130 parts of monochloroacetyl chloride are introduced dropwise at 50° C. Stirring is continued for 4 hours at 50° C., after which the reaction mixture is poured onto 2000 parts of water. The product is filtered off under suction, washed with water and dried, and 240 parts of 2-(2-chloroacetylamino)-3-cyano-4-ethoxythiophene are obtained. A sample rec...